describe an organic reaction: reactants, conditions, products, and yield From a dataset of the Open Reaction Database (ORD), a public repository of structured organic reaction records. Isolated yield 81.6%. The product is BrC=1C(=CC=2N(C1)C=C(N2)C2=CC=C(C=C2)OCCO[Si](C)(C)C(C)(C)C)C (6-bromo-2-[4′-(2″-t-butyldimethylsiloxyethoxy)phenyl]-7-methylimidazo[1,2-a]pyridine). Procedure: 462 mg (corresponding to 1.52 mmol) of 6-bromo-2-(4′-hydroxyphenyl)-7-methylimidazo[1,2-a]pyridine was dissolved in 10 mL of dimethylformamide, and 630 mg (corresponding to 4.56 mmol) of potassium carbonate was added thereto. Then, 400 mg (corresponding to 1.67 mmol) of 1-bromo-2-(t-butyldimethylsiloxy)ethane was added thereto. After the reaction mixture was stirred at room temperature for 4 days, a saturated aqueous sodium chloride solution was added, and extracted three times with ethyl acetat... Reaction SMILES: [Br:1][C:2]1[C:3]([CH3:18])=[CH:4][C:5]2[N:6]([CH:8]=[C:9]([C:11]3[CH:16]=[CH:15][C:14]([OH:17])=[CH:13][CH:12]=3)[N:10]=2)[CH:7]=1.C(=O)([O-])[O-].[K+].[K+].Br[CH2:26][CH2:27][O:28][Si:29]([C:32]([CH3:35])([CH3:34])[CH3:33])([CH3:31])[CH3:30].[Cl-].[Na+]>CN(C)C=O>[Br:1][C:2]1[C:3]([CH3:18])=[CH:4][C:5]2[N:6]([CH:8]=[C:9]([C:11]3[CH:16]=[CH:15][C:14]([O:17][CH2:26][CH2:27][O:28][Si:29]([C:32]([CH3:35])([CH3:34])[CH3:33])([CH3:31])[CH3:30])=[CH:13][CH:12]=3)[N:10]=2)[CH:7]=1 |f:1.2.3,5.6|. The reactants are [Cl-].[Na+] (sodium chloride), BrC=1C(=CC=2N(C1)C=C(N2)C2=CC=C(C=C2)O)C (6-bromo-2-(4′-hydroxyphenyl)-7-methylimidazo[1,2-a]pyridine), BrCCO[Si](C)(C)C(C)(C)C (1-bromo-2-(t-butyldimethylsiloxy)ethane), C([O-])([O-])=O.[K+].[K+] (potassium carbonate). Run in CN(C=O)C (dimethylformamide). Reaction conditions: time 4 day.